Task: describe an organic reaction: reactants, conditions, products, and yield. Dataset: the Open Reaction Database (ORD), a public repository of structured organic reaction records Reactants: CNCc1ccccc1, CCO, ClC(Cl)Cl, COc1ccc(-c2cc(=Nc3c(C)cc(C)cc3C)n(C)c(Cl)n2)cc1OC. Yields the product COc1ccc(-c2cc(=Nc3c(C)cc(C)cc3C)n(C)c(N(C)Cc3ccccc3)n2)cc1OC. As a reaction SMILES: [CH3:29][NH:30][CH2:31][c:32]1[cH:33][cH:34][cH:35][cH:36][cH:37]1.[CH3:38][CH2:39][OH:40].[CH:41]([Cl:42])([Cl:43])[Cl:44].[Cl:1][c:2]1[n:3][c:4](-[c:19]2[cH:20][c:21]([O:27][CH3:28])[c:22]([O:25][CH3:26])[cH:23][cH:24]2)[cH:5][c:6](=[N:9][c:10]2[c:11]([CH3:18])[cH:12][c:13]([CH3:17])[cH:14][c:15]2[CH3:16])[n:7]1[CH3:8]>>[c:2]1([N:30]([CH3:29])[CH2:31][c:32]2[cH:33][cH:34][cH:35][cH:36][cH:37]2)[n:3][c:4](-[c:19]2[cH:20][c:21]([O:27][CH3:28])[c:22]([O:25][CH3:26])[cH:23][cH:24]2)[cH:5][c:6](=[N:9][c:10]2[c:11]([CH3:18])[cH:12][c:13]([CH3:17])[cH:14][c:15]2[CH3:16])[n:7]1[CH3:8]. The product is ClCC(=O)NC=1SC(=C(N1)/C(/C(=O)O)=N/OC)I (2-(2-Chloroacetamido-5-iodothiazol-4-yl)-2(Z)-methoxyiminoacetic acid). The solvent is CC(=O)N(C)C (dimethylacetamide). Run at temperature 60 celsius, time 1 hour. The yield is 97.0%. The reactants are ClCC(=O)NC=1SC=C(N1)/C(/C(=O)O)=N/OC (2-(2-chloroacetamidothiazol-4-yl)-2(Z)-methoxyiminoacetic acid), IN1C(CCC1=O)=O (N-iodosuccinimide). Procedure: To a solution of 13.9 g of 2-(2-chloroacetamidothiazol-4-yl)-2(Z)-methoxyiminoacetic acid in 30 ml of dimethylacetamide, 17.0 g of N-iodosuccinimide is added and the mixture is stirred at 60° C. for 1 hour. Then, the reaction mixture is processed as in Reference Example 37 to give 19.6 g (97% yield) of the above-identified compound as colorless crystals. Reaction SMILES: [Cl:1][CH2:2][C:3]([NH:5][C:6]1[S:7][CH:8]=[C:9](/[C:11](=[N:15]/[O:16][CH3:17])/[C:12]([OH:14])=[O:13])[N:10]=1)=[O:4].[I:18]N1C(=O)CCC1=O>CC(N(C)C)=O>[Cl:1][CH2:2][C:3]([NH:5][C:6]1[S:7][C:8]([I:18])=[C:9](/[C:11](=[N:15]/[O:16][CH3:17])/[C:12]([OH:14])=[O:13])[N:10]=1)=[O:4].